From a dataset of the Open Reaction Database (ORD), a public repository of structured organic reaction records. describe an organic reaction: reactants, conditions, products, and yield Starting materials: ClC1=CC=C(C(C)(C)N=C=O)C=C1 (p-chloro-α,α-dimethylbenzyl isocyanate), [C-]#N (cyanide), C(C)NC1=CC=CC=C1 (N-ethylaniline). Run in C1(=CC=CC=C1)C (toluene). Yields the product ClC1=CC=C(C(C)(C)NC(N(C2=CC=CC=C2)CC)=O)C=C1 (3-(p-Chloro-α,α-dimethylbenzyl)-1-ethyl-1-phenylurea). The yield is 98.2%. Reaction SMILES: [Cl:1][C:2]1[CH:13]=[CH:12][C:5]([C:6]([N:9]=[C:10]=[O:11])([CH3:8])[CH3:7])=[CH:4][CH:3]=1.[C-]#N.[CH2:16]([NH:18][C:19]1[CH:24]=[CH:23][CH:22]=[CH:21][CH:20]=1)[CH3:17]>C1(C)C=CC=CC=1>[Cl:1][C:2]1[CH:3]=[CH:4][C:5]([C:6]([NH:9][C:10](=[O:11])[N:18]([CH2:16][CH3:17])[C:19]2[CH:24]=[CH:23][CH:22]=[CH:21][CH:20]=2)([CH3:8])[CH3:7])=[CH:12][CH:13]=1. Procedure: A solution of 3.9 g of p-chloro-α,α-dimethylbenzyl isocyanate, prepared from the corresponding cyanide in the same way as in Synthesis Example 1, in 20 ml of toluene was added to 2.7 g of N-ethylaniline and the mixture was heated under reflux for 3 hours. After allowing the reaction mixture to cool, the mixture was washed successively with 2N hydrochloric acid, 2N aqueous sodium hydroxide and water. The organic layer was dried over anhydrous sulfate and the solvent was removed by distillation un... Reactants: CC1=C(C=C(C(=C1)C(=O)C)O)C (2-Hydroxy-4,5-dimethylacetophenone), C(C1=CC=CC=C1)OC1=C(C=C2C(=CC=NC2=C1)Cl)OC (7-benzyloxy-4-chloro-6-methoxyquinoline). The reagents and catalysts are CN(C1=CC=NC=C1)C (4-dimethylaminopyridine). The solvent is ClC1=C(C=CC=C1)Cl (o-dichlorobenzene). Reaction conditions: temperature 130 celsius, time 8 hour. The product is C(C1=CC=CC=C1)OC1=C(C=C2C(=CC=NC2=C1)OC1=C(C=C(C(=C1)C)C)C(C)=O)OC (1-[2-(7-Benzyloxy-6-methoxy-quinolin-4-yloxy)-4,5-dimethyl-phenyl]-ethanone). The yield is 51.4%. RXN SMILES: [CH3:1][C:2]1[CH:7]=[C:6]([C:8]([CH3:10])=[O:9])[C:5]([OH:11])=[CH:4][C:3]=1[CH3:12].[CH2:13]([O:20][C:21]1[CH:30]=[C:29]2[C:24]([C:25](Cl)=[CH:26][CH:27]=[N:28]2)=[CH:23][C:22]=1[O:32][CH3:33])[C:14]1[CH:19]=[CH:18][CH:17]=[CH:16][CH:15]=1>CN(C)C1C=CN=CC=1.ClC1C=CC=CC=1Cl>[CH2:13]([O:20][C:21]1[CH:30]=[C:29]2[C:24]([C:25]([O:11][C:5]3[CH:4]=[C:3]([CH3:12])[C:2]([CH3:1])=[CH:7][C:6]=3[C:8](=[O:9])[CH3:10])=[CH:26][CH:27]=[N:28]2)=[CH:23][C:22]=1[O:32][CH3:33])[C:14]1[CH:15]=[CH:16][CH:17]=[CH:18][CH:19]=1. Procedure details: 2-Hydroxy-4,5-dimethylacetophenone (3.63 g), 7-benzyloxy-4-chloro-6-methoxyquinoline (1.50 g), and 4-dimethylaminopyridine (2.71 g) were suspended in o-dichlorobenzene (15 ml), and the suspension was stirred at 130° C. overnight. The reaction solution was cooled to room temperature, and the solvent was then removed by distillation under the reduced pressure. Water was added to the residue, and the mixture was extracted with chloroform, and the chloroform layer was then washed with water and satu...